This data is from the Open Reaction Database (ORD), a public repository of structured organic reaction records. The task is: describe an organic reaction: reactants, conditions, products, and yield The reactants are FC(C(=O)NC1=C(C(=O)N)C=CC(=C1)OC)(C1=CC=C(C=C1)F)F (2-(2,2-difluoro-2-(4-fluorophenyl)acetamido)-4-methoxybenzamide), NC1=C(C(=O)N)C=CC(=C1)OC (2-amino-4-methoxybenzamide), NC1=C(C(=O)N)C=CC=C1F (2-amino-3-fluorobenzamide). Product: FC(C(=O)NC1=C(C(=O)N)C=CC=C1F)(C1=CC=C(C=C1)F)F (2-(2,2-Difluoro-2-(4-fluorophenyl)acetamido)-3-fluorobenzamide). RXN SMILES: [F:1][C:2]([F:24])([C:17]1[CH:22]=[CH:21][C:20]([F:23])=[CH:19][CH:18]=1)[C:3]([NH:5][C:6]1[CH:14]=[C:13](OC)[CH:12]=[CH:11][C:7]=1[C:8]([NH2:10])=[O:9])=[O:4].NC1C=C(OC)C=CC=1C(N)=O.NC1C([F:47])=CC=CC=1C(N)=O>>[F:1][C:2]([F:24])([C:17]1[CH:22]=[CH:21][C:20]([F:23])=[CH:19][CH:18]=1)[C:3]([NH:5][C:6]1[C:14]([F:47])=[CH:13][CH:12]=[CH:11][C:7]=1[C:8]([NH2:10])=[O:9])=[O:4]. Reported procedure: 2-(2,2-Difluoro-2-(4-fluorophenyl)acetamido)-3-fluorobenzamide was prepared according to the procedure described in Example 32 for preparation of 2-(2,2-difluoro-2-(4-fluorophenyl)acetamido)-4-methoxybenzamide, substituting 2-amino-4-methoxybenzamide in Example 32 with 2-amino-3-fluorobenzamide. The product was purified on silica gel column using DCM/MeOH as eluent (20%); LC-MS (ESI) m/z 327 (M+H)+.